This data is from the Open Reaction Database (ORD), a public repository of structured organic reaction records. The task is: describe an organic reaction: reactants, conditions, products, and yield The reactants are COC=1C(OC2=C(C1O)C=CC(=C2)OC(C)=O)=O (3-methoxy-4-hydroxy-7-acetoxy-2H-l-benzopyran-2-one), C(C1=CC=CC=C1)Br (benzyl bromide), C([O-])([O-])=O.[Na+].[Na+] (sodium carbonate). Run in CN(C)C=O (DMF). Conditions: time 2 hour. Yields the product COC=1C(OC2=C(C1OCC1=CC=CC=C1)C=CC(=C2)OC(C)=O)=O (3-methoxy-4-benzyloxy-7-acetoxy-2H-1-benzopyran-2-one). Isolated yield 37.0%. Reaction SMILES: [CH3:1][O:2][C:3]1[C:4](=[O:18])[O:5][C:6]2[CH:13]=[C:12]([O:14][C:15](=[O:17])[CH3:16])[CH:11]=[CH:10][C:7]=2[C:8]=1[OH:9].[CH2:19](Br)[C:20]1[CH:25]=[CH:24][CH:23]=[CH:22][CH:21]=1.C(=O)([O-])[O-].[Na+].[Na+]>CN(C=O)C>[CH3:1][O:2][C:3]1[C:4](=[O:18])[O:5][C:6]2[CH:13]=[C:12]([O:14][C:15](=[O:17])[CH3:16])[CH:11]=[CH:10][C:7]=2[C:8]=1[O:9][CH2:19][C:20]1[CH:25]=[CH:24][CH:23]=[CH:22][CH:21]=1 |f:2.3.4|. Procedure: To a mixture of 8.11 g of 3-methoxy-4-hydroxy-7-acetoxy-2H-l-benzopyran-2-one (27.8 mmol) and 5.71 g of benzyl bromide (33.4mmol) in 50 ml of DMF was added 4.61 g of sodium carbonate (33.4 mmol) under argon atmosphere, then the mixture was stirred at 50° for 2 hours. The solid in the reaction mixture was filtered off, the filtrate was poured into 200 ml of water and extracted with 500 ml of benzene. The organic layler was concentrated in vacuo after drying over magnesium sulfate to give oily res...